From a dataset of the Open Reaction Database (ORD), a public repository of structured organic reaction records. describe an organic reaction: reactants, conditions, products, and yield Starting materials: CO, COC=O, [N-]=[N+]=[N-], [Na+], c1ccc(CC2CO2)cc1, O. Yields the product [N-]=[N+]=NCC(O)Cc1ccccc1. Reaction SMILES: [CH3:19][OH:20].[CH:15]([O:16][CH3:17])=[O:18].[N-:12]=[N+:13]=[N-:14].[Na+:11].[O:1]1[CH:2]([CH2:3][c:4]2[cH:5][cH:6][cH:7][cH:8][cH:9]2)[CH2:10]1.[OH2:21]>>[OH:1][CH:2]([CH2:3][c:4]1[cH:5][cH:6][cH:7][cH:8][cH:9]1)[CH2:10][N:12]=[N+:13]=[N-:14]. The reactants are O=C(CBr)c1cccnc1, Br, C1CCOC1. Product: OC(CBr)c1cccnc1. As a reaction SMILES: [Br:2][CH2:3][C:4](=[O:5])[c:6]1[cH:7][n:8][cH:9][cH:10][cH:11]1.[BrH:1].[CH2:12]1[O:13][CH2:14][CH2:15][CH2:16]1>>[Br:2][CH2:3][CH:4]([OH:5])[c:6]1[cH:7][n:8][cH:9][cH:10][cH:11]1. Starting materials: O=[N+]([O-])c1ccc(F)c(Cl)c1, [H-], [Na+], CN(C)C=O, O, OCc1nccs1. Product: O=[N+]([O-])c1ccc(OCc2nccs2)c(Cl)c1. RXN SMILES: [Cl:10][c:11]1[c:12]([F:20])[cH:13][cH:14][c:15]([N+:17](=[O:18])[O-:19])[cH:16]1.[H-:8].[Na+:9].[O:22]=[CH:23][N:24]([CH3:25])[CH3:26].[OH2:21].[s:1]1[c:2]([CH2:6][OH:7])[n:3][cH:4][cH:5]1>>[s:1]1[c:2]([CH2:6][O:7][c:12]2[c:11]([Cl:10])[cH:16][c:15]([N+:17](=[O:18])[O-:19])[cH:14][cH:13]2)[n:3][cH:4][cH:5]1.